Dataset: the Open Reaction Database (ORD), a public repository of structured organic reaction records. Task: describe an organic reaction: reactants, conditions, products, and yield Starting materials: C(C)(C)(C)OC(=O)NC1=C(N=C(S1)C1=C(C=CC=C1F)F)C(=O)O (5-(tert-butoxycarbonylamino)-2-(2,6-difluorophenyl)thiazole-4-carboxylic acid), Cl (HCl), O1CCOCC1 (dioxane). Run in CO (MeOH). Run at time 48 hour. Yields the product NC1=C(N=C(S1)C1=C(C=CC=C1F)F)C(=O)O (5-amino-2-(2,6-difluorophenyl)thiazole-4-carboxylic acid), hydrochloride salt. RXN SMILES: C(OC([NH:8][C:9]1[S:13][C:12]([C:14]2[C:19]([F:20])=[CH:18][CH:17]=[CH:16][C:15]=2[F:21])=[N:11][C:10]=1[C:22]([OH:24])=[O:23])=O)(C)(C)C.Cl.O1CCOCC1>CO>[NH2:8][C:9]1[S:13][C:12]([C:14]2[C:19]([F:20])=[CH:18][CH:17]=[CH:16][C:15]=2[F:21])=[N:11][C:10]=1[C:22]([OH:24])=[O:23]. Reported procedure: To a solution of 5-(tert-butoxycarbonylamino)-2-(2,6-difluorophenyl)thiazole-4-carboxylic acid (530 mg, 1.49 mmol) in MeOH (10 mL) was added HCl in dioxane (4 M, 5 mL, 20.0 mmol). The reaction mixture was stirred at room temperature for 48 hr and the solvents removed under reduced pressure to give 5-amino-2-(2,6-difluorophenyl)thiazole-4-carboxylic acid as the hydrochloride salt. 1H NMR (400 MHz, d6-DMSO) δ 7.57-7.45 (m, 1H), 7.29-7.18 (m, 2H), 5.30 (br s, 3H).